This data is from the Open Reaction Database (ORD), a public repository of structured organic reaction records. The task is: describe an organic reaction: reactants, conditions, products, and yield The reactants are C1(=CC=CC=C1)S(=O)(=O)N1C(N(C(C1)C1=CC=C(C=C1)Br)C1=CC=CC=C1)=O (1-benzenesulfonyl-4-(4-bromo-phenyl)-3-phenyl-imidazolidin-2-one), CS(=O)(=O)NC=1C=C(C=CC1)B(O)O ((3-methylsulfonylaminophenyl)boronic acid), C([O-])([O-])=O.[Na+].[Na+] (sodium carbonate). The reagents and catalysts are C1=CC=C(C=C1)P([C-]2C=CC=C2)C3=CC=CC=C3.C1=CC=C(C=C1)P([C-]2C=CC=C2)C3=CC=CC=C3.Cl[Pd]Cl.[Fe+2].ClCCl (dichloro[1,1′-bis(diphenylphosphino)ferrocene]palladium dichloromethane). The solvent is O1CCOCC1.O (dioxane water). Yields the product C1(=CC=CC=C1)S(=O)(=O)N1C(N(C(C1)C1=CC=C(C=C1)C1=CC(=CC=C1)NS(=O)(=O)C)C1=CC=CC=C1)=O (N-[4′-(1-benzenesulfonyl-2-oxo-3-phenyl-imidazolidin-4-yl)-biphenyl-3-yl]-methanesulfonamide). As a reaction SMILES: [C:1]1([S:7]([N:10]2[CH2:14][CH:13]([C:15]3[CH:20]=[CH:19][C:18](Br)=[CH:17][CH:16]=3)[N:12]([C:22]3[CH:27]=[CH:26][CH:25]=[CH:24][CH:23]=3)[C:11]2=[O:28])(=[O:9])=[O:8])[CH:6]=[CH:5][CH:4]=[CH:3][CH:2]=1.[CH3:29][S:30]([NH:33][C:34]1[CH:35]=[C:36](B(O)O)[CH:37]=[CH:38][CH:39]=1)(=[O:32])=[O:31].C(=O)([O-])[O-].[Na+].[Na+]>O1CCOCC1.O.C1C=CC(P(C2C=CC=CC=2)[C-]2C=CC=C2)=CC=1.C1C=CC(P(C2C=CC=CC=2)[C-]2C=CC=C2)=CC=1.Cl[Pd]Cl.[Fe+2].ClCCl>[C:1]1([S:7]([N:10]2[CH2:14][CH:13]([C:15]3[CH:20]=[CH:19][C:18]([C:38]4[CH:37]=[CH:36][CH:35]=[C:34]([NH:33][S:30]([CH3:29])(=[O:31])=[O:32])[CH:39]=4)=[CH:17][CH:16]=3)[N:12]([C:22]3[CH:27]=[CH:26][CH:25]=[CH:24][CH:23]=3)[C:11]2=[O:28])(=[O:9])=[O:8])[CH:6]=[CH:5][CH:4]=[CH:3][CH:2]=1 |f:2.3.4,5.6,7.8.9.10.11|. Reported procedure: In analogy to example 1, step 3,1-benzenesulfonyl-4-(4-bromo-phenyl)-3-phenyl-imidazolidin-2-one (example 1, step 2) was reacted with (3-methylsulfonylaminophenyl)boronic acid in the presence of dichloro[1,1′-bis(diphenylphosphino)ferrocene]palladium dichloromethane adduct and sodium carbonate in dioxane/water to give N-[4′-(1-benzenesulfonyl-2-oxo-3-phenyl-imidazolidin-4-yl)-biphenyl-3-yl]-methanesulfonamide as a colorless solid. MS: 548.2 ([M+H]+) Reactants: C(C)(C)N(C(C)C)CC (N,N-diisopropylethylamine), C(=O)(O)CCCN([C@@H](C(C)C)C(=O)N[C@@H](C(C)C)C(=O)N(C)[C@H]([C@@H](CC(=O)N1[C@@H](CCC1)[C@@H]([C@H](C(=O)N[C@H](C(=O)OCC1=CC=CC=C1)CC1=CC=CC=C1)C)OC)OC)[C@H](CC)C)C (N-(3-carboxypropyl)-N-methyl-L-valyl-N-[(3R,4S,5S)-1-{(2S)-2-[(1R,2R)-3-{[(2S)-1-(benzyloxy)-1-oxo-3-phenylpropan-2-yl]amino}-1-methoxy-2-methyl-3-oxopropyl]pyrrolidin-1-yl}-3-methoxy-5-methyl-1-oxoheptan-4-yl]-N-methyl-L-valinamide), Cl.CN(CCCN=C=NCC)C (1-(3-dimethylaminopropyl)-3-ethylcarbodiimide hydrochloride), O.ON1N=NC2=C1C=CC=C2 (1-hydroxy-1H-benzotriazole hydrate), O=C1N(C(C=C1)=O)CCCCCC(=O)NN (6-(2,5-dioxo-2,5-dihydro-1H-pyrrol-1-yl)hexanehydrazide). Solvent: CN(C)C=O (DMF). Run at time 8 hour. Yields the product O=C1N(C(C=C1)=O)CCCCCC(=O)NNC(CCCN([C@@H](C(C)C)C(=O)N[C@@H](C(C)C)C(=O)N(C)[C@H]([C@@H](CC(=O)N1[C@@H](CCC1)[C@@H]([C@H](C(=O)N[C@H](C(=O)OCC1=CC=CC=C1)CC1=CC=CC=C1)C)OC)OC)[C@H](CC)C)C)=O (N-(4-{2-[6-(2,5-dioxo-2,5-dihydro-1H-pyrrol-1-yl)hexanoyl]hydrazino}-4-oxobutyl)-N-methyl-L-valyl-N-[(3R,4S,5S)-1-{(2S)-2-[(1R,2R)-3-{[(2S)-1-(benzyloxy)-1-oxo-3-phenylpropan-2-yl]amino}-1-methoxy-2-methyl-3-oxopropyl]pyrrolidin-1-yl}-3-methoxy-5-methyl-1-oxoheptan-4-yl]-N-methyl-L-valinamide). RXN SMILES: [C:1]([CH2:4][CH2:5][CH2:6][N:7]([CH3:65])[C@H:8]([C:12]([NH:14][C@H:15]([C:19]([N:21]([C@@H:23]([C@@H:61]([CH3:64])[CH2:62][CH3:63])[C@H:24]([O:59][CH3:60])[CH2:25][C:26]([N:28]1[CH2:32][CH2:31][CH2:30][C@H:29]1[C@H:33]([O:57][CH3:58])[C@@H:34]([CH3:56])[C:35]([NH:37][C@@H:38]([CH2:49][C:50]1[CH:55]=[CH:54][CH:53]=[CH:52][CH:51]=1)[C:39]([O:41][CH2:42][C:43]1[CH:48]=[CH:47][CH:46]=[CH:45][CH:44]=1)=[O:40])=[O:36])=[O:27])[CH3:22])=[O:20])[CH:16]([CH3:18])[CH3:17])=[O:13])[CH:9]([CH3:11])[CH3:10])([OH:3])=O.Cl.CN(C)CCCN=C=NCC.O.ON1C2C=CC=CC=2N=N1.C(N(CC)C(C)C)(C)C.[O:98]=[C:99]1[CH:103]=[CH:102][C:101](=[O:104])[N:100]1[CH2:105][CH2:106][CH2:107][CH2:108][CH2:109][C:110]([NH:112][NH2:113])=[O:111]>CN(C=O)C>[O:104]=[C:101]1[CH:102]=[CH:103][C:99](=[O:98])[N:100]1[CH2:105][CH2:106][CH2:107][CH2:108][CH2:109][C:110]([NH:112][NH:113][C:1](=[O:3])[CH2:4][CH2:5][CH2:6][N:7]([CH3:65])[C@H:8]([C:12]([NH:14][C@H:15]([C:19]([N:21]([C@@H:23]([C@@H:61]([CH3:64])[CH2:62][CH3:63])[C@H:24]([O:59][CH3:60])[CH2:25][C:26]([N:28]1[CH2:32][CH2:31][CH2:30][C@H:29]1[C@H:33]([O:57][CH3:58])[C@@H:34]([CH3:56])[C:35]([NH:37][C@@H:38]([CH2:49][C:50]1[CH:51]=[CH:52][CH:53]=[CH:54][CH:55]=1)[C:39]([O:41][CH2:42][C:43]1[CH:48]=[CH:47][CH:46]=[CH:45][CH:44]=1)=[O:40])=[O:36])=[O:27])[CH3:22])=[O:20])[CH:16]([CH3:18])[CH3:17])=[O:13])[CH:9]([CH3:10])[CH3:11])=[O:111] |f:1.2,3.4|. Procedure: 10 mg (11 μmol) of N-(3-carboxypropyl)-N-methyl-L-valyl-N-[(3R,4S,5S)-1-{(2S)-2-[(1R,2R)-3-{[(2S)-1-(benzyloxy)-1-oxo-3-phenylpropan-2-yl]amino}-1-methoxy-2-methyl-3-oxopropyl]pyrrolidin-1-yl}-3-methoxy-5-methyl-1-oxoheptan-4-yl]-N-methyl-L-valinamide were dissolved in 4000 μl of DMF and then admixed with 6.3 mg (33 μmol) of 1-(3-dimethylaminopropyl)-3-ethylcarbodiimide hydrochloride, 4.5 mg (33 μmol) of 1-hydroxy-1H-benzotriazole hydrate, 5.7 μl of N,N-diisopropylethylamine and with 11.5 mg (44... The reactants are CC(C)(C)N(C([O-])=O)[C@H]1CN(C[C@@H](C1)C)C1=NC(=NC(=C1)C1=CC(=C(C=C1)C#N)F)N (1,1-dimethylethyl{(3R,5R)-1-[2-amino-6-(4-cyano-3-fluorophenyl)-4-pyrimidinyl]-5-methyl-3-piperidinyl}carbamate), Cl (HCl). The solvent is O1CCOCC1 (1,4-dioxane), O1CCOCC1 (1,4-dioxane). Reaction conditions: time 3 hour. Product: Cl (HCl), NC1=NC(=CC(=N1)C1=CC(=C(C#N)C=C1)F)N1C[C@@H](C[C@H](C1)C)N (4-{2-Amino-6-[(3R,5R)-3-amino-5-methyl-1-piperidinyl]-4-pyrimidinyl}-2-fluorobenzonitrile). Reaction SMILES: CC([N:5]([C@@H:9]1[CH2:14][C@@H:13]([CH3:15])[CH2:12][N:11]([C:16]2[CH:21]=[C:20]([C:22]3[CH:27]=[CH:26][C:25]([C:28]#[N:29])=[C:24]([F:30])[CH:23]=3)[N:19]=[C:18]([NH2:31])[N:17]=2)[CH2:10]1)C(=O)[O-])(C)C.[ClH:32]>O1CCOCC1>[ClH:32].[NH2:31][C:18]1[N:19]=[C:20]([C:22]2[CH:27]=[CH:26][C:25]([C:28]#[N:29])=[C:24]([F:30])[CH:23]=2)[CH:21]=[C:16]([N:11]2[CH2:12][C@H:13]([CH3:15])[CH2:14][C@@H:9]([NH2:5])[CH2:10]2)[N:17]=1. Procedure details: To 1,1-dimethylethyl{(3R,5R)-1-[2-amino-6-(4-cyano-3-fluorophenyl)-4-pyrimidinyl]-5-methyl-3-piperidinyl}carbamate (127 mg, 0.298 mmol) in 1,4-dioxane (4 mL) was added 4M HCl in 1,4-dioxane (0.074 mL, 0.298 mmol), and the reaction was allowed to stir at room temperature for 3 hours. The reaction was concentrated to afford the bis HCl salt of the title compound (164 mg) as an off-white solid. LC-MS (ES) m/z=327 [M+H]+. Starting materials: Cl (hydrogen chloride), NCC1C(C2C(C(C1)C2)(C)C)C (3-aminomethylpinane), amine. Run in CCCCC (pentane). Product: Cl.NCC1C(C2C(C(C1)C2)(C)C)C ((+)-3-aminomethylpinane hydrochloride). RXN SMILES: [NH2:1][CH2:2][CH:3]1[CH2:8][CH:7]2[CH2:9][CH:5]([C:6]2([CH3:11])[CH3:10])[CH:4]1[CH3:12].[ClH:13]>CCCCC>[ClH:13].[NH2:1][CH2:2][CH:3]1[CH2:8][CH:7]2[CH2:9][CH:5]([C:6]2([CH3:11])[CH3:10])[CH:4]1[CH3:12] |f:3.4|. Procedure details: 300 g of ethanol and 50 g of Raney cobalt are introduced into a high pressure vessel of 2.5 liters capacity and the air is flushed out with nitrogen. The reaction mixture is then heated to 80° C and placed under a hydrogen pressure of 150 atmospheres. 200 g of (+)-3-formylpinane are introduced in the course of 6 hours and after a further 2 hours the reaction mixture is cooled and the pressure is released. 650 g of a mixture are obtained; its fractional distillation gives 106 g of (+)-3-aminometh... The reactants are CCCCc1c(C=CC(=O)OC)cc(OC)c2ccccc12, CO, [Na+], [OH-]. Product: CCCCc1c(C=CC(=O)O)cc(OC)c2ccccc12. As a reaction SMILES: [CH3:1][O:2][C:3]([CH:4]=[CH:5][c:6]1[c:7]([CH2:18][CH2:19][CH2:20][CH3:21])[c:8]2[cH:9][cH:10][cH:11][cH:12][c:13]2[c:14]([O:16][CH3:17])[cH:15]1)=[O:22].[CH3:25][OH:26].[Na+:24].[OH-:23]>>[O:2]=[C:3]([CH:4]=[CH:5][c:6]1[c:7]([CH2:18][CH2:19][CH2:20][CH3:21])[c:8]2[cH:9][cH:10][cH:11][cH:12][c:13]2[c:14]([O:16][CH3:17])[cH:15]1)[OH:22].